This data is from the Open Reaction Database (ORD), a public repository of structured organic reaction records. The task is: describe an organic reaction: reactants, conditions, products, and yield Yield: 38.0%. Procedure details: As described for example 84b, 5-iodo-2-(4-methyl-imidazol-1-yl)-benzonitrile (+regioisomer) was reacted with Eschenmoser's salt in DMF for 72 h at 90° C. Evaporation of the solvent, aqueous workup and chromatography (SiO2, dichloromethane:methanol=100:0 to 97:3) afforded the title compound as a white solid (yield: 38%). MS: m/e=367.0 [M+H]+. The product is CN(C)CC1=C(N=CN1C1=C(C#N)C=C(C=C1)I)C (2-(5-Dimethylaminomethyl-4-methyl-imidazol-1-yl)-5-iodo-benzonitrile). The solvent is CN(C)C=O (DMF). RXN SMILES: [I:1][C:2]1[CH:3]=[CH:4][C:5]([N:10]2[CH:14]=[C:13]([CH3:15])[N:12]=[CH:11]2)=[C:6]([CH:9]=1)[C:7]#[N:8].[CH3:16][N+:17]([CH3:19])=[CH2:18].[I-]>CN(C=O)C>[CH3:16][N:17]([CH2:19][C:14]1[N:10]([C:5]2[CH:4]=[CH:3][C:2]([I:1])=[CH:9][C:6]=2[C:7]#[N:8])[CH:11]=[N:12][C:13]=1[CH3:15])[CH3:18] |f:1.2|. Starting materials: IC=1C=CC(=C(C#N)C1)N1C=NC(=C1)C (5-iodo-2-(4-methyl-imidazol-1-yl)-benzonitrile), C[N+](=C)C.[I-] (Eschenmoser's salt). The solvent is CS(=O)C (DMSO). Conditions: temperature 150 celsius. The yield is 44.4%. Starting materials: CN(C=1C=C2C=CNC(C2=CC1)=O)C (6-Dimethylamino-2H-isoquinolin-1-one), BrC1=C(COC(C)=O)C(=CC=C1)Br (Acetic acid 2,6-dibromo-benzyl ester), cuprous iodide, C([O-])([O-])=O.[K+].[K+] (potassium carbonate). Reported procedure: 6-Dimethylamino-2H-isoquinolin-1-one (50 mg, 0.27 mmol), Acetic acid 2,6-dibromo-benzyl ester (164 mg, 532 mmol), cuprous iodide (10 mg, 0.053 mmol), and potassium carbonate (37 mg, 0.27 mmol) were deposited in sealed vessel. 3 mL DMSO was added. Argon was bubbled through the mixture for 2 minutes and the lid was tightly closed. This was heated at 150° C. for 5 hours. The resulting mixture was partitioned between ethyl acetate and water. The organic layer was washed with brine, dried over anhydr... As a reaction SMILES: [CH3:1][N:2]([CH3:14])[C:3]1[CH:4]=[C:5]2[C:10](=[CH:11][CH:12]=1)[C:9](=[O:13])[NH:8][CH:7]=[CH:6]2.[Br:15][C:16]1[CH:26]=[CH:25][CH:24]=[C:23](Br)[C:17]=1[CH2:18][O:19][C:20](=[O:22])[CH3:21].C(=O)([O-])[O-].[K+].[K+]>CS(C)=O>[Br:15][C:16]1[CH:26]=[CH:25][CH:24]=[C:23]([N:8]2[CH:7]=[CH:6][C:5]3[C:10](=[CH:11][CH:12]=[C:3]([N:2]([CH3:14])[CH3:1])[CH:4]=3)[C:9]2=[O:13])[C:17]=1[CH2:18][O:19][C:20](=[O:22])[CH3:21] |f:2.3.4|. The product is BrC1=C(COC(C)=O)C(=CC=C1)N1C(C2=CC=C(C=C2C=C1)N(C)C)=O (Acetic acid 2-bromo-6-(6-dimethylamino-1-oxo-1H-isoquinolin-2-yl)-benzyl ester). Reactants: C(CCCC)(=O)Cl (Valeryl chloride), ClC1=C(N)C=CC(=C1)[N+](=O)[O-] (2-chloro-4-nitroaniline), Cl (hydrochloric acid). Run in N1=CC=CC=C1 (pyridine). The product is ClC1=C(NC(CCCC)=O)C=CC(=C1)[N+](=O)[O-] (2'-Chloro-4'-nitrovaleranilide). As a reaction SMILES: [C:1](Cl)(=[O:6])[CH2:2][CH2:3][CH2:4][CH3:5].[Cl:8][C:9]1[CH:15]=[C:14]([N+:16]([O-:18])=[O:17])[CH:13]=[CH:12][C:10]=1[NH2:11].Cl>N1C=CC=CC=1>[Cl:8][C:9]1[CH:15]=[C:14]([N+:16]([O-:18])=[O:17])[CH:13]=[CH:12][C:10]=1[NH:11][C:1](=[O:6])[CH2:2][CH2:3][CH2:4][CH3:5]. Procedure: Valeryl chloride (12.06 g., 0.10 mole) is added dropwise to a cooled stirred solution of 2-chloro-4-nitroaniline (17.26 g., 0.10 mole) in pyridine (100 ml.). The mixture is warmed to ambient temperature, then heated (80°-100° C.) for twenty-four hours. The cooled solution is poured into cold 1 N hydrochloric acid (500 ml.) with stirring. The precipitated solid is collected, washed well with water and dried, 25.1 g., m.p. 80°-95° C. Recrystallization from cyclohexane yeilds material (19.75 g.) of... Reactants: FC1=C(C(=CC=C1)F)C1=CC=C2C(=N1)C(=CN2)I (5-(2,6-difluorophenyl)-3-iodo-1H-pyrrolo[3,2-b]pyridine), C1(=CC=C(C=C1)S(=O)(=O)Cl)C (4-toluenesulfonyl chloride), [OH-].[Na+] (NaOH). The solvent is C1CCOC1 (THF), CCOC(=O)C (EtOAc). Reaction conditions: temperature 23 celsius, time 45 minute. Product: FC1=C(C(=CC=C1)F)C1=CC=C2C(=N1)C(=CN2S(=O)(=O)C2=CC=C(C)C=C2)I (5-(2,6-difluorophenyl)-3-iodo-1-tosyl-1H-pyrrolo[3,2-b]pyridine). As a reaction SMILES: [F:1][C:2]1[CH:7]=[CH:6][CH:5]=[C:4]([F:8])[C:3]=1[C:9]1[N:14]=[C:13]2[C:15]([I:18])=[CH:16][NH:17][C:12]2=[CH:11][CH:10]=1.[C:19]1([CH3:29])[CH:24]=[CH:23][C:22]([S:25](Cl)(=[O:27])=[O:26])=[CH:21][CH:20]=1.[OH-].[Na+]>C1COCC1.CCOC(C)=O>[F:1][C:2]1[CH:7]=[CH:6][CH:5]=[C:4]([F:8])[C:3]=1[C:9]1[N:14]=[C:13]2[C:15]([I:18])=[CH:16][N:17]([S:25]([C:22]3[CH:23]=[CH:24][C:19]([CH3:29])=[CH:20][CH:21]=3)(=[O:27])=[O:26])[C:12]2=[CH:11][CH:10]=1 |f:2.3|. Procedure details: A solution of 5-(2,6-difluorophenyl)-3-iodo-1H-pyrrolo[3,2-b]pyridine (657 mg, 1.845 mmol) in THF (18 mL) was treated with 4-toluenesulfonyl chloride (387 mg, 2.029 mmol, Aldrich) and solid NaOH (89 mg, 2.214 mmol, VWR). The reaction was stirred at 23° C. under N2. After 45 min, the solution was diluted with EtOAc (200 ml) and washed with brine (150 mL), dried over MgSO4, concentrated in vacuo and purified by silica gel chromatography (eluent: 10-30% EtOAc/hexane), affording 5-(2,6-difluoropheny... Reactants: C(C)(=O)OC=1C=CC(=NC1)OCC(=O)OC (5-acetoxy-2-(methoxycarbonyl)methoxypyridine), C([O-])([O-])=O.[K+].[K+] (potassium carbonate). Solvent: CO (methanol). Reaction conditions: time 4.5 hour. Yields the product OC=1C=CC(=NC1)OCC(=O)OC (5-hydroxy-2-(methoxycarbonyl)methoxypyridine). Isolated yield 87.8%. As a reaction SMILES: C([O:4][C:5]1[CH:6]=[CH:7][C:8]([O:11][CH2:12][C:13]([O:15][CH3:16])=[O:14])=[N:9][CH:10]=1)(=O)C.C(=O)([O-])[O-].[K+].[K+]>CO>[OH:4][C:5]1[CH:6]=[CH:7][C:8]([O:11][CH2:12][C:13]([O:15][CH3:16])=[O:14])=[N:9][CH:10]=1 |f:1.2.3|. Procedure: A mixture of 1.4 g of 5-acetoxy-2-(methoxycarbonyl)methoxypyridine, 0.47 g of potassium carbonate and 10 ml of methanol was stirred for 4.5 hours at room temperature. The solvent was distilled off under reduced pressure, and to the resulted residue was added water, then neutralized with hydrochloric acid. The mixture was extracted with ethyl acetate, and organic layer was washed with saturated saline, dried over anhydrous magnesium sulfate, and concentrated. The residue was subjected to silica g... The reactants are C(C(C)(C)C)(=O)Cl (pivaloyl chloride), CC1(NC(COC1=O)(CO)C)C (3,3,5-trimethyl-5-hydroxymethylmorpholin-2-one), C(C(C)(C)C)(=O)Cl (pivaloyl chloride). Reagents/catalysts: CN(C1=CC=NC=C1)C (4-dimethylaminopyridine). Solvent: ClCCl (dichloromethane). Reaction conditions: time 16 hour. Yields the product CC1(NC(COC1=O)(COC(C(C)(C)C)=O)C)C (3,3,5-trimethyl-5-pivaloyloxymethylmorpholin-2-one). Reaction SMILES: [C:1](Cl)(=[O:6])[C:2]([CH3:5])([CH3:4])[CH3:3].[CH3:8][C:9]1([CH3:19])[C:14](=[O:15])[O:13][CH2:12][C:11]([CH3:18])([CH2:16][OH:17])[NH:10]1>CN(C)C1C=CN=CC=1.ClCCl>[CH3:8][C:9]1([CH3:19])[C:14](=[O:15])[O:13][CH2:12][C:11]([CH3:18])([CH2:16][O:17][C:1](=[O:6])[C:2]([CH3:5])([CH3:4])[CH3:3])[NH:10]1. Procedure: A solution of 2.63 g (0.021 mol) of pivaloyl chloride is added dropwise to a solution of 3.5 g (0.02 mol) of 3,3,5-trimethyl-5-hydroxymethylmorpholin-2-one (prepared in accordance with J. T. Lai.: Synthesis 122 (1984)) and 0.1 g of 4-dimethylaminopyridine in 20 ml of dichloromethane at 15° C. After stirring for 16 hours, another 0.75 ml of pivaloyl chloride is added and the reaction mixture is stirred for 24 hours.